This data is from the Open Reaction Database (ORD), a public repository of structured organic reaction records. The task is: describe an organic reaction: reactants, conditions, products, and yield The reactants are C1(CC1)C1=CC(=NN1)NC=1C=C(C=CC1N)N[C@@H](C)C1=CC=C(C=C1)F ((S)-N3-(5-cyclopropyl-1H-pyrazol-3-yl)-N1-[1-(4-fluorophenyl)ethyl]benzene-1,3,4-triamine), C(C)(=O)O.C(=N)N (formamidine acetate), C([O-])(O)=O.[Na+] (sodium bicarbonate), CCOC(=O)C (EtOAc). Run in CCO (EtOH). Run at temperature 25 celsius. Yields the product C1(CC1)C1=CC(=NN1)N1C=NC2=C1C=C(C=C2)N[C@@H](C)C2=CC=C(C=C2)F (3-(5-Cyclopropyl-1H-pyrazol-3-yl)-N-[(S)-1-(4-fluorophenyl)ethyl]-3H-benzo[d]imidazol-5-amine). Isolated yield 50.6%. Reaction SMILES: [CH:1]1([C:4]2[NH:8][N:7]=[C:6]([NH:9][C:10]3[CH:11]=[C:12]([NH:17][C@H:18]([C:20]4[CH:25]=[CH:24][C:23]([F:26])=[CH:22][CH:21]=4)[CH3:19])[CH:13]=[CH:14][C:15]=3[NH2:16])[CH:5]=2)[CH2:3][CH2:2]1.[C:27](O)(=O)C.C(N)=N.C(=O)(O)[O-].[Na+].CCOC(C)=O>CCO>[CH:1]1([C:4]2[NH:8][N:7]=[C:6]([N:9]3[C:10]4[CH:11]=[C:12]([NH:17][C@H:18]([C:20]5[CH:21]=[CH:22][C:23]([F:26])=[CH:24][CH:25]=5)[CH3:19])[CH:13]=[CH:14][C:15]=4[N:16]=[CH:27]3)[CH:5]=2)[CH2:3][CH2:2]1 |f:1.2,3.4|. Reported procedure: A mixture of (S)-N3-(5-cyclopropyl-1H-pyrazol-3-yl)-N1-[1-(4-fluorophenyl)ethyl]benzene-1,3,4-triamine (Method 62; 0.395 g, 1.12 mmol) and formamidine acetate (0.234 g, 2.25 mmol) in EtOH (5 ml) was heated at reflux for 2 hrs. After cooling to 25° C., the reaction mixture was treated with saturated sodium bicarbonate solution (10 ml) and EtOAc (30 ml). The organic layer was separated, washed with brine (10 ml), and dried over Na2SO4. The solvent was removed under reduced pressure and the residue... Starting materials: Intermediate 27, C(CCC)OC1=NC(=C2N=C(N(C2=N1)CCCCCCl)OC)N (2-(butyloxy)-9-(5-chloropentyl)-8-(methyloxy)-9H-purin-6-amine), N1CCCCCC1 (hexahydro-1H-azepine). Product: C(CCC)OC1=NC(=C2N=C(N(C2=N1)CCCCCN1CCCCCC1)OC)N (2-(Butyloxy)-9-[5-(hexahydro-1H-azepin-1-yl)pentyl]-8-(methyloxy)-9H-purin-6-amine). As a reaction SMILES: [CH2:1]([O:5][C:6]1[N:14]=[C:13]2[C:9]([N:10]=[C:11]([O:21][CH3:22])[N:12]2[CH2:15][CH2:16][CH2:17][CH2:18][CH2:19]Cl)=[C:8]([NH2:23])[N:7]=1)[CH2:2][CH2:3][CH3:4].[NH:24]1[CH2:30][CH2:29][CH2:28][CH2:27][CH2:26][CH2:25]1>>[CH2:1]([O:5][C:6]1[N:14]=[C:13]2[C:9]([N:10]=[C:11]([O:21][CH3:22])[N:12]2[CH2:15][CH2:16][CH2:17][CH2:18][CH2:19][N:24]2[CH2:30][CH2:29][CH2:28][CH2:27][CH2:26][CH2:25]2)=[C:8]([NH2:23])[N:7]=1)[CH2:2][CH2:3][CH3:4]. Reported procedure: Prepared similarly to Intermediate 27 from 2-(butyloxy)-9-(5-chloropentyl)-8-(methyloxy)-9H-purin-6-amine and hexahydro-1H-azepine but with sequential purifications by MDAPs using Method A followed by Method E. Reactants: C1CCOC1, CCOC(C)=O, Nc1cc([N+](=O)[O-])ccc1O, c1ccncc1. Yields the product CCCC(=O)Nc1cc([N+](=O)[O-])ccc1O. Reaction SMILES: [CH2:18]1[CH2:19][CH2:20][CH2:21][O:22]1.[CH3:23][CH2:24][O:25][C:26]([CH3:27])=[O:28].[NH2:1][c:2]1[c:3]([OH:11])[cH:4][cH:5][c:6]([N+:8](=[O:9])[O-:10])[cH:7]1.[cH:12]1[cH:13][cH:14][n:15][cH:16][cH:17]1>>[NH:1]([c:2]1[c:3]([OH:11])[cH:4][cH:5][c:6]([N+:8](=[O:9])[O-:10])[cH:7]1)[C:21]([CH2:20][CH2:19][CH3:18])=[O:22].